Task: describe an organic reaction: reactants, conditions, products, and yield. Dataset: the Open Reaction Database (ORD), a public repository of structured organic reaction records Yields the product C(#CC)OC1=CC=C2C(C=C(OC2=C1)C1=CC=CC=C1)=O (7-propynyloxyflavone). The solvent is CC(=O)C (acetone). Procedure details: A mixture of 7-hydroxyflavone (2.38 g, 0.01 mol), K2CO3 (2.8 g, 0.02 mol), Kl (0.166 g, 0.001 mol), propargyl bromide (1.78 g, 0.015 mol) and acetone (100 mL) was refluxed 10 h and hot filtered. The solvent was evaporated and the residue was crystallized by toluene. This yields 2.58 g of a product with the following characteristics: m.p. 199-200° C.; 1H NMR (CDC13) δ: 2.6 (m, 1H), 4.8 (s, 2H), 6.75-8.18 (m, 9H). The reactants are OC1=CC=C2C(C=C(OC2=C1)C1=CC=CC=C1)=O (7-hydroxyflavone), C(=O)([O-])[O-].[K+].[K+] (K2CO3), C(C#C)Br (propargyl bromide). Reaction SMILES: [OH:1][C:2]1[CH:11]=[C:10]2[C:5]([C:6](=[O:18])[CH:7]=[C:8]([C:12]3[CH:17]=[CH:16][CH:15]=[CH:14][CH:13]=3)[O:9]2)=[CH:4][CH:3]=1.C([O-])([O-])=O.[K+].[K+].[CH2:25](Br)[C:26]#[CH:27]>CC(C)=O>[C:25]([O:1][C:2]1[CH:11]=[C:10]2[C:5]([C:6](=[O:18])[CH:7]=[C:8]([C:12]3[CH:17]=[CH:16][CH:15]=[CH:14][CH:13]=3)[O:9]2)=[CH:4][CH:3]=1)#[C:26][CH3:27] |f:1.2.3|. RXN SMILES: [CH2:1]([CH3:2])[O:3][C:4](=[O:5])[N:6]1[CH2:7][CH2:8][N:9]([C:12]([CH:13]([CH2:14][CH2:15][C:16](=[O:17])[O:18][C:19]([CH3:20])([CH3:21])[CH3:22])[NH:23][C:24](=[O:25])[c:26]2[n:27][n:28](-[c:44]3[cH:45][cH:46][cH:47][cH:48][cH:49]3)[c:29]([O:31][CH:32]([CH3:33])[C:34](=[O:35])[O:36][CH2:37][c:38]3[cH:39][cH:40][cH:41][cH:42][cH:43]3)[cH:30]2)=[O:50])[CH2:10][CH2:11]1.[CH3:53][CH2:54][O:55][C:56](=[O:57])[CH3:58].[H:51][H:52]>>[CH2:1]([CH3:2])[O:3][C:4](=[O:5])[N:6]1[CH2:7][CH2:8][N:9]([C:12]([CH:13]([CH2:14][CH2:15][C:16](=[O:17])[O:18][C:19]([CH3:20])([CH3:21])[CH3:22])[NH:23][C:24](=[O:25])[c:26]2[n:27][n:28](-[c:44]3[cH:45][cH:46][cH:47][cH:48][cH:49]3)[c:29]([O:31][CH:32]([CH3:33])[C:34](=[O:35])[OH:36])[cH:30]2)=[O:50])[CH2:10][CH2:11]1. Product: CCOC(=O)N1CCN(C(=O)C(CCC(=O)OC(C)(C)C)NC(=O)c2cc(OC(C)C(=O)O)n(-c3ccccc3)n2)CC1. Starting materials: CCOC(=O)N1CCN(C(=O)C(CCC(=O)OC(C)(C)C)NC(=O)c2cc(OC(C)C(=O)OCc3ccccc3)n(-c3ccccc3)n2)CC1, CCOC(C)=O, [H][H]. Reactants: N(=O)[O-].[Na+] (sodium nitrite), [I-].[K+] (potassium iodide), C([O-])([O-])=O.[Na+].[Na+] (sodium carbonate), NC1=CC=C2C[C@@H]([C@H](C2=C1)NC(OC(C)(C)C)=O)O (tert-butyl N-[(1S,2S)-6-amino-2-hydroxy-indan-1-yl]carbamate), O.C1(=CC=C(C=C1)S(=O)(=O)O)C (p-toluenesulfonic acid monohydrate). Run in O (water), O (water), C(C)#N (acetonitrile). Run at time 30 minute. The product is O[C@@H]1[C@H](C2=CC(=CC=C2C1)I)NC(OC(C)(C)C)=O (tert-Butyl N-[(1S,2S)-2-hydroxy-6-iodo-indan-1-yl]carbamate). The yield is 95.5%. Reaction SMILES: N[C:2]1[CH:10]=[C:9]2[C:5]([CH2:6][C@H:7]([OH:19])[C@H:8]2[NH:11][C:12](=[O:18])[O:13][C:14]([CH3:17])([CH3:16])[CH3:15])=[CH:4][CH:3]=1.O.C1(C)C=CC(S(O)(=O)=O)=CC=1.N([O-])=O.[Na+].[I-:36].[K+].C(=O)([O-])[O-].[Na+].[Na+]>C(#N)C.O>[OH:19][C@H:7]1[CH2:6][C:5]2[C:9](=[CH:10][C:2]([I:36])=[CH:3][CH:4]=2)[C@@H:8]1[NH:11][C:12](=[O:18])[O:13][C:14]([CH3:17])([CH3:16])[CH3:15] |f:1.2,3.4,5.6,7.8.9|. Reported procedure: Cool a suspension of tert-butyl N-[(1S,2S)-6-amino-2-hydroxy-indan-1-yl]carbamate (25.0 g, 94.6 mmol) in acetonitrile (800 mL) in an ice bath for 30 min and add p-toluenesulfonic acid monohydrate (53.97 g, 283.7 mmol) in one portion. Add a solution of sodium nitrite (13.05 g, 189.2 mmol) in water (30 mL) to the mixture in portions for 5 min and stir for 30 min. Add a solution of potassium iodide (39.25 g, 236.5 mmol) in water (50 mL) dropwise to the mixture over 10 min. and stir for 20 min. in a... Reaction SMILES: [S:1]1[CH:5]=[CH:4][C:3]([NH:6][CH2:7][CH:8](O)[C:9]2[C:14]([F:15])=[CH:13][C:12]([O:16][CH3:17])=[C:11]([O:18][CH3:19])[CH:10]=2)=[CH:2]1.S(=O)(=O)(O)O.F[C:27](F)(F)C(O)=O>>[F:15][C:14]1[C:9]([CH:8]2[CH2:7][NH:6][CH2:3][C:4]3[CH:27]=[CH:2][S:1][C:5]2=3)=[CH:10][C:11]([O:18][CH3:19])=[C:12]([O:16][CH3:17])[CH:13]=1. The reactants are S1C=C(C=C1)NCC(C1=CC(=C(C=C1F)OC)OC)O (α-[[(3-thienyl)amino]methyl]-6-fluoro-3,4-dimethoxybenzyl alcohol), FC(C(=O)O)(F)F (trifluoroacetic acid), S(O)(O)(=O)=O (sulfuric acid). Procedure details: 1.16 g of α-[[(3-thienyl)amino]methyl]-6-fluoro-3,4-dimethoxybenzyl alcohol was dissolved in 11 ml of trifluoroacetic acid and after adding thereto 0.31 ml of conc. sulfuric acid under ice cooling, the mixture was stirred for 4 hours. The reaction solution was concentrated, and chloroform and water were added to the residue. The mixture was basified by addition of 10 ml of conc. aqueous ammonia under ice cooling. The chloroform layer was collected after a separating procedure, washed with water,... Yields the product FC1=CC(=C(C=C1C1C2=C(CNC1)C=CS2)OC)OC (7-(6-fluoro-3,4-dimethoxyphenyl)-4,5,6,7-tetrahydrothieno[3,2-c]pyridine). The product is Nc1nc(Nc2ccc(C(=O)O)cc2)nc2[nH]cc(-c3ccncc3)c12. The reactants are C1CCOC1, [Li+], CCCCOC(=O)c1ccc(Nc2nc(N)c3c(-c4ccncc4)c[nH]c3n2)cc1, [OH-]. As a reaction SMILES: [CH2:33]1[O:34][CH2:35][CH2:36][CH2:37]1.[Li+:32].[NH2:1][c:2]1[c:3]2[c:4]([n:5][c:6]([NH:8][c:9]3[cH:10][cH:11][c:12]([C:13](=[O:14])[O:15][CH2:16][CH2:17][CH2:18][CH3:19])[cH:20][cH:21]3)[n:7]1)[nH:22][cH:23][c:24]2-[c:25]1[cH:26][cH:27][n:28][cH:29][cH:30]1.[OH-:31]>>[NH2:1][c:2]1[c:3]2[c:4]([n:5][c:6]([NH:8][c:9]3[cH:10][cH:11][c:12]([C:13](=[O:14])[OH:15])[cH:20][cH:21]3)[n:7]1)[nH:22][cH:23][c:24]2-[c:25]1[cH:26][cH:27][n:28][cH:29][cH:30]1.